The task is: describe an organic reaction: reactants, conditions, products, and yield. This data is from the Open Reaction Database (ORD), a public repository of structured organic reaction records. Reactants: CC(CCN1CCC(O)CC1)Oc1ccccc1[N+](=O)[O-], O=[N+]([O-])c1ccccc1OCCCN1CCC(O)CC1, ClC(c1ccccc1)c1cccs1. Yields the product CC(CCN1CCC(OC(c2ccccc2)c2cccs2)CC1)Oc1ccccc1[N+](=O)[O-]. Reaction SMILES: [OH:14][CH:15]1[CH2:16][CH2:17][N:18]([CH2:21][CH2:22][CH:23]([O:24][c:25]2[c:26]([N+:31](=[O:32])[O-:33])[cH:27][cH:28][cH:29][cH:30]2)[CH3:34])[CH2:19][CH2:20]1.[OH:35][CH:36]1[CH2:37][CH2:38][N:39]([CH2:40][CH2:41][CH2:42][O:43][c:44]2[cH:45][cH:46][cH:47][cH:48][c:49]2[N+:50]([O-:51])=[O:52])[CH2:53][CH2:54]1.[c:1]1([CH:7]([c:8]2[s:9][cH:10][cH:11][cH:12]2)[Cl:13])[cH:2][cH:3][cH:4][cH:5][cH:6]1>>[c:1]1([CH:7]([c:8]2[s:9][cH:10][cH:11][cH:12]2)[O:14][CH:15]2[CH2:16][CH2:17][N:18]([CH2:21][CH2:22][CH:23]([O:24][c:25]3[c:26]([N+:31](=[O:32])[O-:33])[cH:27][cH:28][cH:29][cH:30]3)[CH3:34])[CH2:19][CH2:20]2)[cH:2][cH:3][cH:4][cH:5][cH:6]1. Starting materials: C(CCCCCCCCCCCCCCCCC)SCCCCCCCCCCCCCCCCCC.OCC(C)O (1,2-dihydroxypropane octadecyl sulfide), C(CCC)O (n-butanol), B(O)(O)O (boric acid). Solvent: C1(=CC=CC=C1)C (toluene). Conditions: temperature 60 celsius. Yields the product B(O)(O)O.C(CCCCCCCCCCCCCCCCC)SCCCCCCCCCCCCCCCCCC.OCC(C)O (1,2-dihydroxypropane octadecyl sulfide borate). RXN SMILES: [CH2:1]([S:19][CH2:20][CH2:21][CH2:22][CH2:23][CH2:24][CH2:25][CH2:26][CH2:27][CH2:28][CH2:29][CH2:30][CH2:31][CH2:32][CH2:33][CH2:34][CH2:35][CH2:36][CH3:37])[CH2:2][CH2:3][CH2:4][CH2:5][CH2:6][CH2:7][CH2:8][CH2:9][CH2:10][CH2:11][CH2:12][CH2:13][CH2:14][CH2:15][CH2:16][CH2:17][CH3:18].[OH:38][CH2:39][CH:40]([OH:42])[CH3:41].C(O)CCC.[B:48]([OH:51])([OH:50])[OH:49]>C1(C)C=CC=CC=1>[B:48]([OH:51])([OH:50])[OH:49].[CH2:20]([S:19][CH2:1][CH2:2][CH2:3][CH2:4][CH2:5][CH2:6][CH2:7][CH2:8][CH2:9][CH2:10][CH2:11][CH2:12][CH2:13][CH2:14][CH2:15][CH2:16][CH2:17][CH3:18])[CH2:21][CH2:22][CH2:23][CH2:24][CH2:25][CH2:26][CH2:27][CH2:28][CH2:29][CH2:30][CH2:31][CH2:32][CH2:33][CH2:34][CH2:35][CH2:36][CH3:37].[OH:38][CH2:39][CH:40]([OH:42])[CH3:41] |f:0.1,5.6.7|. Reported procedure: A solution of 1,2-dihydroxypropane octadecyl sulfide (80 g ), prepared as described in Example 1, n-butanol (43 g), and toluene (76 g) was heated to 60° C. and 9.3 g of boric acid were added. The expected amount of water was removed by azeotropic distillation with a maximum reaction temperature of 110° C. The reaction solution was filtered through diatomaceous earth. Solvent was removed by high speed rotary evaporation under reduced pressure yielding a waxy, white solid product. Reactants: Cl.C1(CC1)COC1=C(C=C(C=C1)CC)C=1C2=C(N=CN1)C(=C(N2)C)C(=O)N[C@@H]2CNC[C@H]2O (4-[2-(cyclopropylmethoxy)-5-ethylphenyl]-N-[(3R*,4R*)-4-hydroxypyrrolidin-3-yl]-6-methyl-5H-pyrrolo[3,2-d]pyrimidine-7-carboxamide hydrochloride), C(C)(=O)OCC(=O)Cl (2-chloro-2-oxoethyl acetate). The product is C1(CC1)COC1=C(C=C(C=C1)CC)C=1C2=C(N=CN1)C(=C(N2)C)C(=O)N[C@@H]2CN(C[C@H]2O)C(CO)=O (4-[2-(Cyclopropylmethoxy)-5-ethylphenyl]-N-[(3R*,4R*)-4-hydroxy-1-(hydroxyacetyl)pyrrolidin-3-yl]-6-methyl-5H-pyrrolo[3,2-d]pyrimidine-7-carboxamide). RXN SMILES: Cl.[CH:2]1([CH2:5][O:6][C:7]2[CH:12]=[CH:11][C:10]([CH2:13][CH3:14])=[CH:9][C:8]=2[C:15]2[C:16]3[NH:23][C:22]([CH3:24])=[C:21]([C:25]([NH:27][C@H:28]4[C@H:32]([OH:33])[CH2:31][NH:30][CH2:29]4)=[O:26])[C:17]=3[N:18]=[CH:19][N:20]=2)[CH2:4][CH2:3]1.C([O:37][CH2:38][C:39](Cl)=[O:40])(=O)C>>[CH:2]1([CH2:5][O:6][C:7]2[CH:12]=[CH:11][C:10]([CH2:13][CH3:14])=[CH:9][C:8]=2[C:15]2[C:16]3[NH:23][C:22]([CH3:24])=[C:21]([C:25]([NH:27][C@H:28]4[C@H:32]([OH:33])[CH2:31][N:30]([C:38](=[O:37])[CH2:39][OH:40])[CH2:29]4)=[O:26])[C:17]=3[N:18]=[CH:19][N:20]=2)[CH2:4][CH2:3]1 |f:0.1|. Reported procedure: Starting from 4-[2-(cyclopropylmethoxy)-5-ethylphenyl]-N-[(3R*,4R*)-4-hydroxypyrrolidin-3-yl]-6-methyl-5H-pyrrolo[3,2-d]pyrimidine-7-carboxamide hydrochloride (example D.f51) and commercially available 2-chloro-2-oxoethyl acetate the title compound is obtained as colorless solid. Starting materials: CO, CCOC(=O)C1CCC(n2ncc(-c3cnc4[nH]cc(C(C)c5c(OC)ccc(F)c5Cl)c4c3)c2C)CC1, [Li+], [OH-], O. Product: COc1ccc(F)c(Cl)c1C(C)c1c[nH]c2ncc(-c3cnn(C4CCC(C(=O)O)CC4)c3C)cc12. As a reaction SMILES: [CH3:39][OH:40].[Cl:1][c:2]1[c:3]([CH:11]([CH3:12])[c:13]2[cH:14][nH:15][c:16]3[n:17][cH:18][c:19](-[c:22]4[cH:23][n:24][n:25]([CH:28]5[CH2:29][CH2:30][CH:31]([C:34](=[O:35])[O:36][CH2:37][CH3:38])[CH2:32][CH2:33]5)[c:26]4[CH3:27])[cH:20][c:21]23)[c:4]([O:9][CH3:10])[cH:5][cH:6][c:7]1[F:8].[Li+:41].[OH-:42].[OH2:43]>>[Cl:1][c:2]1[c:3]([CH:11]([CH3:12])[c:13]2[cH:14][nH:15][c:16]3[n:17][cH:18][c:19](-[c:22]4[cH:23][n:24][n:25]([CH:28]5[CH2:29][CH2:30][CH:31]([C:34](=[O:35])[OH:36])[CH2:32][CH2:33]5)[c:26]4[CH3:27])[cH:20][c:21]23)[c:4]([O:9][CH3:10])[cH:5][cH:6][c:7]1[F:8]. Reactants: C1(CCC2=CC=CC=C12)C(=O)O (indan-1-carboxylic acid), C(C)N1N=CC(=C1)CNC1=CC=C(C=C1)C(C)C ([(1-ethylpyrazol-4-yl)methyl](4-isopropylphenyl)amine). Yields the product C(C)N1N=CC(=C1)CN(C(=O)C1CCC2=CC=CC=C12)C1=CC=C(C=C1)C(C)C (N-[(1-ethylpyrazol-4-yl)methyl]-N-(4-isopropylphenyl)indan-1-carboxamide). Yield: 40.1%. As a reaction SMILES: [CH:1]1([C:10]([OH:12])=O)[C:9]2[C:4](=[CH:5][CH:6]=[CH:7][CH:8]=2)[CH2:3][CH2:2]1.[CH2:13]([N:15]1[CH:19]=[C:18]([CH2:20][NH:21][C:22]2[CH:27]=[CH:26][C:25]([CH:28]([CH3:30])[CH3:29])=[CH:24][CH:23]=2)[CH:17]=[N:16]1)[CH3:14]>>[CH2:13]([N:15]1[CH:19]=[C:18]([CH2:20][N:21]([C:22]2[CH:23]=[CH:24][C:25]([CH:28]([CH3:29])[CH3:30])=[CH:26][CH:27]=2)[C:10]([CH:1]2[C:9]3[C:4](=[CH:5][CH:6]=[CH:7][CH:8]=3)[CH2:3][CH2:2]2)=[O:12])[CH:17]=[N:16]1)[CH3:14]. Reported procedure: By the reaction and treatment in the same manner as in Example 4 using indan-1-carboxylic acid (0.24 g) and [(1-ethylpyrazol-4-yl)methyl](4-isopropylphenyl)amine (0.37 g) as starting materials, N-[(1-ethylpyrazol-4-yl)methyl]-N-(4-isopropylphenyl)indan-1-carboxamide (0.23 g) was obtained. melting point: 83-84° C. Reactants: Cc1cc(F)ccc1Br, CCOC(=O)C(=O)OCC, [Li]CCCC, C1CCOC1. Yields the product CCOC(=O)C(=O)c1ccc(F)cc1C. As a reaction SMILES: [Br:6][c:7]1[c:8]([CH3:14])[cH:9][c:10]([F:13])[cH:11][cH:12]1.[C:15]([C:16](=[O:17])[O:18][CH2:19][CH3:20])(=[O:21])[O:22][CH2:23][CH3:24].[CH2:1]([Li:2])[CH2:3][CH2:4][CH3:5].[CH2:25]1[O:26][CH2:27][CH2:28][CH2:29]1>>[c:7]1([C:15]([C:16](=[O:17])[O:18][CH2:19][CH3:20])=[O:21])[c:8]([CH3:14])[cH:9][c:10]([F:13])[cH:11][cH:12]1.